From a dataset of the Open Reaction Database (ORD), a public repository of structured organic reaction records. describe an organic reaction: reactants, conditions, products, and yield Starting materials: CC(C)(C)OC(=O)CC1(c2ccc([N+](=O)[O-])cc2)CCCC1, CO, [Cl-], [Fe], [NH4+], O. Yields the product CC(C)(C)OC(=O)CC1(c2ccc(N)cc2)CCCC1. Reaction SMILES: [C:1]([CH3:2])([CH3:3])([CH3:4])[O:5][C:6]([CH2:7][C:8]1([c:13]2[cH:14][cH:15][c:16]([N+:19]([O-:20])=[O:21])[cH:17][cH:18]2)[CH2:9][CH2:10][CH2:11][CH2:12]1)=[O:22].[CH3:26][OH:27].[Cl-:24].[Fe:28].[NH4+:25].[OH2:23]>>[C:1]([CH3:2])([CH3:3])([CH3:4])[O:5][C:6]([CH2:7][C:8]1([c:13]2[cH:14][cH:15][c:16]([NH2:19])[cH:17][cH:18]2)[CH2:9][CH2:10][CH2:11][CH2:12]1)=[O:22]. Reactants: CCCCC(=S)Cl (4-methylthiobutyryl chloride), CCCC(=S)Cl (3-methylthiopropionyl chloride), CSCC(C(=C1SCCCN1)[N+](=O)[O-])=O (3-(methylthio)-1-nitro-1-(tetrahydro-2H-1,3-thiazin-2-ylidene)-2-propanone), CCC(=S)Cl (methylthioacetyl chloride). Product: 5-(methylthio)-1-nitro-1-(tetrahydro-2He1,3-thiazin-2-ylidene)-2-pentanone, CSCCC(C(=C1SCCCN1)[N+](=O)[O-])=O (4-(methylthio)-1-nitro-1-(tetrahydro-2H-1,3-thiazin-2-ylidene)-2-butanone). RXN SMILES: CS[CH2:3][C:4](=[O:15])[C:5]([N+:12]([O-:14])=[O:13])=[C:6]1[NH:11][CH2:10][CH2:9][CH2:8][S:7]1.CC[C:18](Cl)=[S:19].[CH3:21]CCCC(Cl)=S.CCCC(Cl)=S>>[CH3:21][S:19][CH2:18][CH2:3][C:4](=[O:15])[C:5]([N+:12]([O-:14])=[O:13])=[C:6]1[NH:11][CH2:10][CH2:9][CH2:8][S:7]1. Reported procedure: In a similar manner, 3-(methylthio)-1-nitro-1-(tetrahydro-2H-1,3-thiazin-2-ylidene)-2-propanone (18) was prepared as a yellow solid, m.p.: 117.5°-119°, from methylthioacetyl chloride; 5-(methylthio)-1-nitro-1-(tetrahydro-2He1,3-thiazin-2-ylidene)-2-pentanone (19) was prepared as a pale yellow solid, m.p.: 49°-49.5°, from 4-methylthiobutyryl chloride; 4-(methylthio)-1-nitro-1-(tetrahydro-2H-1,3-thiazin-2-ylidene)-2-butanone (20) was prepared as a yellow solid, m.p.: 42°-43° from 3-methylthiopropi... The reactants are C(C)(C)(C)OC(=O)N[C@@H](CCCNC(=O)OCC1C2=CC=CC=C2C=2C=CC=CC12)C(=O)O (Nα-tert-butoxycarbonyl-Nδ-(9-fluorenylmethoxycarbonyl)-L-ornithine), ClC1=CC=C(C=C1)S(=O)(=O)Cl (4-chlorobenzenesulfonyl chloride), C(=O)(C(F)(F)F)O.C(Cl)Cl (TFA CH2Cl2), FC(C(=O)[O-])(F)F (trifluoroacetate). Product: ClC1=CC=C(C=C1)S(=O)(=O)N[C@@H](CCCNC(=O)OCC1C2=CC=CC=C2C=2C=CC=CC12)C(=O)O (Nα-(4-Chlorobenzenesulfonyl)-Nδ-(9-fluorenylmethoxycarbonyl)-L-ornithine). The yield is 33.0%. Reaction SMILES: C(OC([NH:8][C@H:9]([C:31]([OH:33])=[O:32])[CH2:10][CH2:11][CH2:12][NH:13][C:14]([O:16][CH2:17][CH:18]1[C:30]2[CH:29]=[CH:28][CH:27]=[CH:26][C:25]=2[C:24]2[C:19]1=[CH:20][CH:21]=[CH:22][CH:23]=2)=[O:15])=O)(C)(C)C.C(O)(C(F)(F)F)=O.C(Cl)Cl.FC(F)(F)C([O-])=O.[Cl:51][C:52]1[CH:57]=[CH:56][C:55]([S:58](Cl)(=[O:60])=[O:59])=[CH:54][CH:53]=1>>[Cl:51][C:52]1[CH:57]=[CH:56][C:55]([S:58]([NH:8][C@H:9]([C:31]([OH:33])=[O:32])[CH2:10][CH2:11][CH2:12][NH:13][C:14]([O:16][CH2:17][CH:18]2[C:19]3[CH:20]=[CH:21][CH:22]=[CH:23][C:24]=3[C:25]3[C:30]2=[CH:29][CH:28]=[CH:27][CH:26]=3)=[O:15])(=[O:60])=[O:59])=[CH:54][CH:53]=1 |f:1.2|. Procedure details: Nα-tert-butoxycarbonyl-Nδ-(9-fluorenylmethoxycarbonyl)-L-ornithine was deprotected at the α position by treatment with TFA/CH2Cl2 as described in the procedure outlined in example 24 and the resulting trifluoroacetate salt was alkylated with 4-chlorobenzenesulfonyl chloride as described in example 2, affording the title compound in 33% yield.